From a dataset of the Open Reaction Database (ORD), a public repository of structured organic reaction records. describe an organic reaction: reactants, conditions, products, and yield Starting materials: COC([C@H](O)C1C(C=CC=C1)(OC1OCCCC1)C1=CC=CC=C1)=O ((R)-2-phenyl-2-(3,4,5,6-tetrahydro-[2H]-pyran-2-yloxy)mandelic acid methyl ester), sodium dihydrobis(2-methoxyethoxy)aluminate toluene, C(=O)([O-])C(O)C(O)C(=O)[O-].[Na+].[K+] ((+)−potassium sodium tartrate). Solvent: C1(=CC=CC=C1)C (toluene). Conditions: time 1 hour. Product: C1(=CC=CC=C1)[C@H](CO)OC1OCCCC1 ((R)-2-Phenyl-2-(3,4,5,6-tetrahydro-[2H]-pyran-2-yloxy)ethanol). As a reaction SMILES: COC(=O)[C@@H](C1C=CC=[CH:8][C:7]1([C:19]1[CH:24]=[CH:23][CH:22]=[CH:21][CH:20]=1)[O:12][CH:13]1[CH2:18][CH2:17][CH2:16][CH2:15][O:14]1)O.C(C(C(C([O-])=O)O)O)([O-])=[O:27].[Na+].[K+]>C1(C)C=CC=CC=1>[C:19]1([C@@H:7]([O:12][CH:13]2[CH2:18][CH2:17][CH2:16][CH2:15][O:14]2)[CH2:8][OH:27])[CH:20]=[CH:21][CH:22]=[CH:23][CH:24]=1 |f:1.2.3|. Reported procedure: Into toluene (15 ml) was added (R)-2-phenyl-2-(3,4,5,6-tetrahydro-[2H]-pyran-2-yloxy)mandelic acid methyl ester (7.0 g) obtained in 2) above, and thereto was dropwise added a 70% sodium dihydrobis(2-methoxyethoxy)aluminate toluene solution (8.73 g) with ice cooling. The resulting mixture was stirred at the same temperature for 1 hour, the reaction mixture was added into a 30% aqueous (+)−potassium sodium tartrate solution (31.3 g), then stirred for 1 hour, and the organic layer was separated. Th... Reactants: NC=1C=CC(=NC1)OC=1C=C2CCC(OC2=CC1)C1=CC=CC=C1 (5-amino-2-(2-phenylchroman-6-yloxy)pyridine), [N+](=O)([O-])C=1C=CC(=NC1)OC=1C=C2C(CC(OC2=CC1)C1=CC=CC=C1)=O (6-(5-Nitropyridin-2-yloxy)-2-phenylchroman-4one). Product: NC=1C=CC(=NC1)OC=1C=C2C(CC(OC2=CC1)C1=CC=CC=C1)=O (6-(5-Aminopyridin-2-yloxy)-2-phenylchroman-4-one). Reaction SMILES: NC1C=CC(OC2C=C3C(=CC=2)OC(C2C=CC=CC=2)CC3)=NC=1.[N+:25]([C:28]1[CH:29]=[CH:30][C:31]([O:34][C:35]2[CH:36]=[C:37]3[C:42](=[CH:43][CH:44]=2)[O:41][CH:40]([C:45]2[CH:50]=[CH:49][CH:48]=[CH:47][CH:46]=2)[CH2:39][C:38]3=[O:51])=[N:32][CH:33]=1)([O-])=O>>[NH2:25][C:28]1[CH:29]=[CH:30][C:31]([O:34][C:35]2[CH:36]=[C:37]3[C:42](=[CH:43][CH:44]=2)[O:41][CH:40]([C:45]2[CH:50]=[CH:49][CH:48]=[CH:47][CH:46]=2)[CH2:39][C:38]3=[O:51])=[N:32][CH:33]=1. Procedure details: 6-(5-Aminopyridin-2-yloxy)-2-phenylchroman-4-one was prepared as described for 5-amino-2-(2-phenylchroman-6-yloxy)pyridine in Example 26 starting from 100 mg of 6-(5-nitropyridin-2-yloxy)-2-phenylchroman-4-one (Example 6). 1H NMR (400 MHz, CD3OD) δ: 7.62 (d, 1H, J 3.0 Hz), 7.51-7.49 (m, 2H), 7.42-7.33 (m, 3H), 7.25-7.18 (m, 3H), 7.06 (d, 1H, J 8.8 Hz), 6.76 (d, 1H, J 8.6Hz), 5.50 (dd, 1H, J 13.0, 2.9 Hz), 3.08 (dd, 1H, −17.0, 13.0 Hz), 2.82 (dd, 1H, J −17.0, 2.9 Hz). The solvent is P(=O)([O-])([O-])[O-] (phosphate), CS(=O)C (DMSO), CS(=O)C (DMSO). The product is C(CC)O[C@H]1[C@@H](O[C@@H]([C@H]1O)CO)N1C=NC=2C(=O)NC(N)=NC12 (2'-O-Propylguanosine). Procedure details: A mixture of 2,6-Diamino-9-(2'-O-propyl-β-D-ribofuranosyl) purine and 2,6-Diamino-9-(3'-O-propyl-β-D-ribofuranosyl) purine (4.6 gm) and adenosine deaminase (200 mg, Sigma Chemicals Type II) were stirred at room temperature overnight in 0.1M tris buffer (150 ml, pH 7.4), DMSO (100 ml) and 0.1M sodium phosphate buffer (10 ml). A further aliquot of adenosine deaminase (140 mg) in 0.1M phosphate buffer (30 ml) and DMSO (20 ml) was added and the reaction stirred an addition 24 hrs. The solvent was ev... The reactants are NC1=NC(=C2N=CN(C2=N1)[C@H]1[C@H](OCCC)[C@H](O)[C@H](O1)CO)N (2,6-Diamino-9-(2'-O-propyl-β-D-ribofuranosyl) purine), NC1=NC(=C2N=CN(C2=N1)[C@H]1[C@H](O)[C@H](OCCC)[C@H](O1)CO)N (2,6-Diamino-9-(3'-O-propyl-β-D-ribofuranosyl) purine), [C@@H]1([C@H](O)[C@H](O)[C@@H](CO)O1)N1C=NC=2C(N)=NC=NC12 (adenosine), II, [C@@H]1([C@H](O)[C@H](O)[C@@H](CO)O1)N1C=NC=2C(N)=NC=NC12 (adenosine), P(=O)([O-])([O-])[O-].[Na+].[Na+].[Na+] (sodium phosphate). RXN SMILES: [NH2:1][C:2]1[N:10]=[C:9]2[C:5]([N:6]=[CH:7][N:8]2[C@@H:11]2[O:20][C@H:19]([CH2:21][OH:22])[C@@H:17]([OH:18])[C@H:12]2[O:13][CH2:14][CH2:15][CH3:16])=[C:4](N)[N:3]=1.NC1N=C2C(N=CN2[C@@H]2O[C@H](CO)[C@@H](OCCC)[C@H]2[OH:36])=C(N)N=1.[C@@H]1(N2C3N=CN=C(N)C=3N=C2)O[C@H](CO)[C@@H](O)[C@H]1O.P([O-])([O-])([O-])=O.[Na+].[Na+].[Na+]>P([O-])([O-])([O-])=O.CS(C)=O>[CH2:14]([O:13][C@@H:12]1[C@H:17]([OH:18])[C@@H:19]([CH2:21][OH:22])[O:20][C@H:11]1[N:8]1[C:9]2[N:10]=[C:2]([NH2:1])[NH:3][C:4](=[O:36])[C:5]=2[N:6]=[CH:7]1)[CH2:15][CH3:16] |f:3.4.5.6|.